Dataset: the Open Reaction Database (ORD), a public repository of structured organic reaction records. Task: describe an organic reaction: reactants, conditions, products, and yield The reactants are C[Al](C)C, COC(=O)c1ccc(CN(C)C)cc1, Cc1ccccc1, CCCCCC, Cl, [Na+], [OH-], c1ccc(C(CCN2CCCNCC2)c2ccccc2)cc1. Yields the product CN(C)Cc1ccc(C(=O)N2CCCN(CCC(c3ccccc3)c3ccccc3)CC2)cc1. RXN SMILES: [CH3:23][Al:24]([CH3:25])[CH3:26].[CH3:27][N:28]([CH3:29])[CH2:30][c:31]1[cH:32][cH:33][c:34]([C:35](=[O:36])[O:37][CH3:38])[cH:39][cH:40]1.[CH3:44][c:45]1[cH:46][cH:47][cH:48][cH:49][cH:50]1.[CH3:51][CH2:52][CH2:53][CH2:54][CH2:55][CH3:56].[ClH:41].[Na+:43].[OH-:42].[c:1]1([CH:7]([CH2:8][CH2:9][N:10]2[CH2:11][CH2:12][NH:13][CH2:14][CH2:15][CH2:16]2)[c:17]2[cH:18][cH:19][cH:20][cH:21][cH:22]2)[cH:2][cH:3][cH:4][cH:5][cH:6]1>>[c:1]1([CH:7]([CH2:8][CH2:9][N:10]2[CH2:11][CH2:12][N:13]([C:35]([c:34]3[cH:33][cH:32][c:31]([CH2:30][N:28]([CH3:27])[CH3:29])[cH:40][cH:39]3)=[O:36])[CH2:14][CH2:15][CH2:16]2)[c:17]2[cH:18][cH:19][cH:20][cH:21][cH:22]2)[cH:2][cH:3][cH:4][cH:5][cH:6]1. The reactants are CC(C(=O)OC(C)(C)C)(CC(=O)O[C@@H]1C([C@@H]2CC[C@]3([C@@]4(CC[C@@]5(C([C@H]4CC[C@@H]3[C@]2(CC1)C)=C(C(C5)=O)C(C)C)\C=C(\C(=O)NC5(CC5)C5=CC(=CC=C5)Cl)/C)C)C)(C)C)C (1-tert-butyl 4-((3aS,5aR,5bR,7aR,9S,11aR,11bR,13aS)-3a-((E)-3-((1-(3-chlorophenyl)cyclopropyl)amino)-2-methyl-3-oxoprop-1-en-1-yl)-1-isopropyl-5a,5b,8,8,11a-pentamethyl-2-oxo-3,3a,4,5,5a,5b,6,7,7a,8,9,10,11,11a,11b,12,13,13a-octadecahydro-2H-cyclopenta[a]chrysen-9-yl) 2,2-dimethylsuccinate), C(=O)(C(F)(F)F)O (TFA), CC#N.O (MeCN H2O). Run in C(Cl)Cl (DCM), C(Cl)Cl (DCM). Run at time 2 hour. Product: ClC=1C=C(C=CC1)C1(CC1)NC(/C(=C/[C@]12C([C@H]3CC[C@@H]4[C@]5(CC[C@@H](C([C@@H]5CC[C@]4([C@@]3(CC1)C)C)(C)C)OC(CC(C(=O)O)(C)C)=O)C)=C(C(C2)=O)C(C)C)/C)=O (4-(((3aS,5aR,5bR,7aR,9S,11aR,11bR,13aS)-3a-((E)-3-((1-(3-Chlorophenyl)cyclopropyl)amino)-2-methyl-3-oxoprop-1-en-1-yl)-1-isopropyl-5a,5b,8,8,11a-pentamethyl-2-oxo-3,3a,4,5,5a,5b,6,7,7a,8,9,10,11,11a,11b,12,13,13a-octadecahydro-2H-cyclopenta[a]chrysen-9-yl)oxy)-2,2-dimethyl-4-oxobutanoic acid). Yield: 49.7%. Reaction SMILES: [CH3:1][C:2]([CH3:60])([CH2:10][C:11]([O:13][C@H:14]1[CH2:31][CH2:30][C@@:29]2([CH3:32])[C@@H:16]([CH2:17][CH2:18][C@:19]3([CH3:57])[C@@H:28]2[CH2:27][CH2:26][C@H:25]2[C@@:20]3([CH3:56])[CH2:21][CH2:22][C@@:23]3(/[CH:40]=[C:41](\[CH3:55])/[C:42]([NH:44][C:45]4([C:48]5[CH:53]=[CH:52][CH:51]=[C:50]([Cl:54])[CH:49]=5)[CH2:47][CH2:46]4)=[O:43])[CH2:35][C:34](=[O:36])[C:33]([CH:37]([CH3:39])[CH3:38])=[C:24]32)[C:15]1([CH3:59])[CH3:58])=[O:12])[C:3]([O:5]C(C)(C)C)=[O:4].C(O)(C(F)(F)F)=O.CC#N.O>C(Cl)Cl>[Cl:54][C:50]1[CH:49]=[C:48]([C:45]2([NH:44][C:42](=[O:43])/[C:41](/[CH3:55])=[CH:40]/[C@:23]34[CH2:35][C:34](=[O:36])[C:33]([CH:37]([CH3:38])[CH3:39])=[C:24]3[C@@H:25]3[C@@:20]([CH3:56])([CH2:21][CH2:22]4)[C@@:19]4([CH3:57])[C@@H:28]([C@:29]5([CH3:32])[C@@H:16]([CH2:17][CH2:18]4)[C:15]([CH3:58])([CH3:59])[C@@H:14]([O:13][C:11](=[O:12])[CH2:10][C:2]([CH3:1])([CH3:60])[C:3]([OH:5])=[O:4])[CH2:31][CH2:30]5)[CH2:27][CH2:26]3)[CH2:47][CH2:46]2)[CH:53]=[CH:52][CH:51]=1 |f:2.3|. Reported procedure: To a solution of 1-tert-butyl 4-((3aS,5aR,5bR,7aR,9S,11aR,11bR,13aS)-3a-((E)-3-((1-(3-chlorophenyl)cyclopropyl)amino)-2-methyl-3-oxoprop-1-en-1-yl)-1-isopropyl-5a,5b,8,8,11a-pentamethyl-2-oxo-3,3a,4,5,5a,5b,6,7,7a,8,9,10,11,11a,11b,12,13,13a-octadecahydro-2H-cyclopenta[a]chrysen-9-yl) 2,2-dimethylsuccinate (280 mg, 0.332 mmol) in DCM (6 mL) was added TFA (3 mL, 0.332 mmol). The reaction mixture was stirred at rt for 2 hr and evaporated in vacuo to afford crude product. This was diluted with DCM ...